This data is from the Open Reaction Database (ORD), a public repository of structured organic reaction records. The task is: describe an organic reaction: reactants, conditions, products, and yield The reactants are C1(=CC=CC=C1)CCCCC1=C(C=CC=C1)O (2-(4-phenylbutyl)phenol), Cl.ClCCN1CCOCC1 (4-(2-chloroethyl)morpholine hydrochloride), [H-].[Na+] (sodium hydride). Solvent: CC(=O)N(C)C (dimethylacetamide). Product: C1(=CC=CC=C1)CCCCC1=C(OCCN2CCOCC2)C=CC=C1 (4-{2-[2-(4-Phenylbutyl)phenoxy]ethyl}morpholine). The yield is 76.5%. As a reaction SMILES: [C:1]1([CH2:7][CH2:8][CH2:9][CH2:10][C:11]2[CH:16]=[CH:15][CH:14]=[CH:13][C:12]=2[OH:17])[CH:6]=[CH:5][CH:4]=[CH:3][CH:2]=1.Cl.Cl[CH2:20][CH2:21][N:22]1[CH2:27][CH2:26][O:25][CH2:24][CH2:23]1.[H-].[Na+]>CC(N(C)C)=O>[C:1]1([CH2:7][CH2:8][CH2:9][CH2:10][C:11]2[CH:16]=[CH:15][CH:14]=[CH:13][C:12]=2[O:17][CH2:20][CH2:21][N:22]2[CH2:27][CH2:26][O:25][CH2:24][CH2:23]2)[CH:2]=[CH:3][CH:4]=[CH:5][CH:6]=1 |f:1.2,3.4|. Reported procedure: Following a procedure similar to that described in Example 2, 340 mg of 2-(4-phenylbutyl)phenol (prepared as described in Preparation 3), 330 mg of 4-(2-chloroethyl)morpholine hydrochloride and 140 mg of sodium hydride (as a 55% w/w dispersion in mineral oil) were reacted in 20 ml of dimethylacetamide. The crude product, extracted as described in Example 2, was purified by column chromatography through silica gel, using a 3:2 by volume mixture of ethyl acetate and hexane as the eluent, to give 3... Starting materials: CSc1nc(C(=O)O)cc(N2CCC(NC(=O)c3cc(Br)c(C)[nH]3)CC2)n1, Cl, CON. The product is CONC(=O)c1cc(N2CCC(NC(=O)c3cc(Br)c(C)[nH]3)CC2)nc(SC)n1. RXN SMILES: [Br:1][c:2]1[cH:3][c:4]([C:8](=[O:9])[NH:10][CH:11]2[CH2:12][CH2:13][N:14]([c:17]3[cH:18][c:19]([C:25](=[O:26])[OH:27])[n:20][c:21]([S:23][CH3:24])[n:22]3)[CH2:15][CH2:16]2)[nH:5][c:6]1[CH3:7].[ClH:28].[O:29]([CH3:30])[NH2:31]>>[Br:1][c:2]1[cH:3][c:4]([C:8](=[O:9])[NH:10][CH:11]2[CH2:12][CH2:13][N:14]([c:17]3[cH:18][c:19]([C:25](=[O:26])[NH:31][O:29][CH3:30])[n:20][c:21]([S:23][CH3:24])[n:22]3)[CH2:15][CH2:16]2)[nH:5][c:6]1[CH3:7]. Reactants: CCOC(=O)Cc1cccc(OCOC)c1, [H-], CI, [Na+], CN(C)C=O. The product is CCOC(=O)C(C)c1cccc(OCOC)c1. Reaction SMILES: [CH2:1]([CH3:2])[O:3][C:4]([CH2:5][c:6]1[cH:7][c:8]([O:12][CH2:13][O:14][CH3:15])[cH:9][cH:10][cH:11]1)=[O:16].[H-:17].[I:19][CH3:20].[Na+:18].[O:21]=[CH:22][N:23]([CH3:24])[CH3:25]>>[CH2:1]([CH3:2])[O:3][C:4]([CH:5]([c:6]1[cH:7][c:8]([O:12][CH2:13][O:14][CH3:15])[cH:9][cH:10][cH:11]1)[CH3:20])=[O:16]. Starting materials: S1C2=C(C=C1)C(CCCC2)=O (5,6,7,8-tetrahydro-cyclohepta[b]thiophen-4-one), [H-].[Na+] (sodium hydride), oil, COC(OC)=O (dimethylcarbonate). Reagents/catalysts: CO (methanol). Yields the product O=C1C(CCCC=2SC=CC21)C(=O)OC (methyl 4-oxo-5,6,7,8-tetrahydro-4H-cyclohepta[b]thiophene-5-carboxylate). Reaction SMILES: [S:1]1[CH:5]=[CH:4][C:3]2[C:6](=[O:11])[CH2:7][CH2:8][CH2:9][CH2:10][C:2]1=2.[H-].[Na+].[CH3:14][O:15][C:16](=O)[O:17]C>CO>[O:11]=[C:6]1[C:3]2[CH:4]=[CH:5][S:1][C:2]=2[CH2:10][CH2:9][CH2:8][CH:7]1[C:16]([O:15][CH3:14])=[O:17] |f:1.2|. Procedure details: To a solution of 5,6,7,8-tetrahydro-cyclohepta[b]thiophen-4-one (0.84 g, 5 mmol), prepared by the method of M. P. Cagniant (Bull. Soc. Chim. France, 1956, 1152-1163), in dimethylcarbonate (6 mL) was added a 60% dispersion of sodium hydride in oil (0.4 g, 10 mmol) and a few drops of dry methanol. The reaction mixture was heated at reflux for 4 hours, then cooled, quenched with 2 N hydrochloric acid solution, and the desired product was extracted with ethyl acetate. The combined organic layers wer... Starting materials: COC1=C(C=CC=C1)N1CCNCC1 (1-(2-methoxyphenyl)-piperazine), BrCCC1=CC2=C(NC(O2)=O)C=C1 (6-(2-bromoethyl)-benzoxazolinone). The solvent is O1CCOCC1 (dioxane), aqueous solution, [OH-].[Na+] (sodium hydroxide). The product is COC1=C(C=CC=C1)N1CCN(CC1)CCC1=CC2=C(NC(O2)=O)C=C1 (6-(2-[4-(2-methoxyphenyl)-piperazin-1-yl]-ethyl)-benzoxazolinone). Isolated yield 66.5%. As a reaction SMILES: [CH3:1][O:2][C:3]1[CH:8]=[CH:7][CH:6]=[CH:5][C:4]=1[N:9]1[CH2:14][CH2:13][NH:12][CH2:11][CH2:10]1.Br[CH2:16][CH2:17][C:18]1[CH:27]=[CH:26][C:21]2[NH:22][C:23](=[O:25])[O:24][C:20]=2[CH:19]=1>O1CCOCC1.[OH-].[Na+]>[CH3:1][O:2][C:3]1[CH:8]=[CH:7][CH:6]=[CH:5][C:4]=1[N:9]1[CH2:14][CH2:13][N:12]([CH2:16][CH2:17][C:18]2[CH:27]=[CH:26][C:21]3[NH:22][C:23](=[O:25])[O:24][C:20]=3[CH:19]=2)[CH2:11][CH2:10]1 |f:3.4|. Procedure details: 0.025 mol (4.82 g) of 1-(2-methoxyphenyl)-piperazine and 0.02 mol (4.85 g) of 6-(2-bromoethyl)-benzoxazolinone, dissolved beforehand in 50 cm3 of dioxane, were introduced into a 100 cm3 flask with a ground glass neck, fitted with a reflux condenser, and the mixture was then heated under reflux for 72 hours, with stirring. After cooling, filtration and drying, the precipitate formed was dissolved in a sufficient amount of a 3% aqueous solution of sodium hydroxide. A stream of carbon dioxide was t... Reactants: C(C(=O)C)(=O)N1[C@H](C(=O)O)CCC1 (pyruvoyl-L-proline), [OH-].[Na+] (sodium hydroxide), COC([C@@H](N)CCSC)=O (L-methionine methyl ester), C(#N)[BH3-].[Na+] (sodium cyanoborohydride). Run in CO (methanol). Conditions: time 3 day. The product is COC(=O)C(CCSC)N[C@@H](C)C(=O)N1[C@H](C(=O)O)CCC1 (N-(1-Methoxycarbonyl-3-methylthiopropyl)-alanyl-L-proline). The yield is 24.1%. Reaction SMILES: [C:1]([N:6]1[CH2:13][CH2:12][CH2:11][C@H:7]1[C:8]([OH:10])=[O:9])(=[O:5])[C:2]([CH3:4])=O.[CH3:14][O:15][C:16](=[O:23])[C@H:17]([CH2:19][CH2:20][S:21][CH3:22])[NH2:18].C([BH3-])#N.[Na+].[OH-].[Na+]>CO>[CH3:14][O:15][C:16]([CH:17]([NH:18][C@H:2]([C:1]([N:6]1[CH2:13][CH2:12][CH2:11][C@H:7]1[C:8]([OH:10])=[O:9])=[O:5])[CH3:4])[CH2:19][CH2:20][S:21][CH3:22])=[O:23] |f:2.3,4.5|. Procedure details: A solution of pyruvoyl-L-proline (185 mg), L-methionine methyl ester (600 mg), and sodium cyanoborohydride (200 mg) in 20 ml of methanol is adjusted to neutrality with dilute methanolic sodium hydroxide. After standing at room temperature for three days the product is absorbed on strong acid ion-exchange resin and eluted with 2% pyridine in water to yield 80 mg of product. The nmr spectrum shows OCH3 at 3.95δ, S-CH3 at 2.2δ and CH-CH3 at 1.55 and 1.7δ. The mass spectrogram on silylated material ...